describe an organic reaction: reactants, conditions, products, and yield From a dataset of the Open Reaction Database (ORD), a public repository of structured organic reaction records. Reactants: ClC1=C(C=CC=C1)C=1C(=NC2=CC=CC(=C2N1)C(F)(F)F)C(C)O (1-(3-(2-chlorophenyl)-5-(trifluoromethyl)quinoxalin-2-yl)ethanol), O1CCCC1 (tetrahydrofuran), C1(=CC=CC=C1)P(C1=CC=CC=C1)C1=CC=CC=C1 (triphenylphosphine), C1(C=2C(C(N1)=O)=CC=CC2)=O (phthalimide), N(=NC(=O)OC(C)C)C(=O)OC(C)C (diisopropyl azodicarboxylate). Conditions: time 1 hour. The product is ClC1=C(C=CC=C1)C=1C(=NC2=CC=CC(=C2N1)C(F)(F)F)C(C)N1C(C2=CC=CC=C2C1=O)=O (2-(1-(3-(2-chlorophenyl)-5-(trifluoromethyl)quinoxalin-2-yl)ethyl)-isoindoline-1,3-dione). Reaction SMILES: [Cl:1][C:2]1[CH:7]=[CH:6][CH:5]=[CH:4][C:3]=1[C:8]1[C:9]([CH:22](O)[CH3:23])=[N:10][C:11]2[C:16]([N:17]=1)=[C:15]([C:18]([F:21])([F:20])[F:19])[CH:14]=[CH:13][CH:12]=2.O1CCCC1.C1(P(C2C=CC=CC=2)C2C=CC=CC=2)C=CC=CC=1.[C:49]1(=[O:59])[NH:53][C:52](=[O:54])[C:51]2=[CH:55][CH:56]=[CH:57][CH:58]=[C:50]12.N(C(OC(C)C)=O)=NC(OC(C)C)=O>>[Cl:1][C:2]1[CH:7]=[CH:6][CH:5]=[CH:4][C:3]=1[C:8]1[C:9]([CH:22]([N:53]2[C:49](=[O:59])[C:50]3[C:51](=[CH:55][CH:56]=[CH:57][CH:58]=3)[C:52]2=[O:54])[CH3:23])=[N:10][C:11]2[C:16]([N:17]=1)=[C:15]([C:18]([F:20])([F:21])[F:19])[CH:14]=[CH:13][CH:12]=2. Reported procedure: To a solution of 1-(3-(2-chlorophenyl)-5-(trifluoromethyl)quinoxalin-2-yl)ethanol (0.08980 g, 0.2546 mmol) in tetrahydrofuran (2.546 mL, 0.2546 mmol) were added triphenylphosphine (0.2003 g, 0.7637 mmol), phthalimide (0.1124 g, 0.7637 mmol), and diisopropyl azodicarboxylate (0.1504 mL, 0.7637 mmol). The reaction mixture was stirred at room temperature. After 1 h, the mixture was concentrated under reduced pressure and partitioned between EtOAc (100 mL) and brine (100 mL). The organic layer was d...